This data is from the Open Reaction Database (ORD), a public repository of structured organic reaction records. The task is: describe an organic reaction: reactants, conditions, products, and yield Reactants: [K] (potassium), C(#N)C1=CC=C(C=C1)O (4-cyanophenol), BrCCCCCCCBr (1,7-dibromoheptane). Yields the product C(#N)C1=CC=C(OCCCCCCCBr)C=C1 (7-(4-cyanophenoxy)heptyl bromide). As a reaction SMILES: [K].[C:2]([C:4]1[CH:9]=[CH:8][C:7]([OH:10])=[CH:6][CH:5]=1)#[N:3].[Br:11][CH2:12][CH2:13][CH2:14][CH2:15][CH2:16][CH2:17][CH2:18]Br>>[C:2]([C:4]1[CH:9]=[CH:8][C:7]([O:10][CH2:18][CH2:17][CH2:16][CH2:15][CH2:14][CH2:13][CH2:12][Br:11])=[CH:6][CH:5]=1)#[N:3] |^1:0|. Reported procedure: The intermediate 7-(4-cyanophenoxy)heptyl bromide was prepared from the potassium salt of 4-cyanophenol and 1,7-dibromoheptane. Starting materials: FC(OC1=CC=C(C=C1)[C@H](C)NCCC1(CCC2(OCC(CO2)(C)C)CC1)O)F (9-{2-[(S)-1-(4-difluoromethoxy-phenyl)-ethylamino]-ethyl}-3,3-dimethyl-1,5-dioxa-spiro[5.5]undecan-9-ol), ClC(Cl)(OC(OC(Cl)(Cl)Cl)=O)Cl (triphosgene), crude product, FC(OC1=CC=C(C=C1)[C@H](C)N1C(OC2(CC1)CCC1(OCC(CO1)(C)C)CC2)=O)F (3-[(S)-1-(4-difluoromethoxy-phenyl)-ethyl]-12,12-dimethyl-1,10,14-trioxa-3-aza-dispiro[5.2.5.2]hexadecan-2-one), Intermediate 2, Intermediate 2. The product is FC(OC1=CC=C(C=C1)[C@H](C)N1C(OC2(CC1)CCC(CC2)=O)=O)F (3-[(S)-1-(4-Difluoromethoxy-phenyl)-ethyl]-1-oxa-3-aza-spiro[5.5]undecane-2,9-dione). RXN SMILES: FC(F)OC1C=CC([C@@H](NCCC2(O)CCC3(OCC(C)(C)CO3)CC2)C)=CC=1.ClC(Cl)(OC(=O)OC(Cl)(Cl)Cl)Cl.[F:42][CH:43]([F:72])[O:44][C:45]1[CH:50]=[CH:49][C:48]([C@@H:51]([N:53]2[CH2:58][CH2:57][C:56]3([CH2:70][CH2:69][C:61]4(OCC(C)(C)C[O:62]4)[CH2:60][CH2:59]3)[O:55][C:54]2=[O:71])[CH3:52])=[CH:47][CH:46]=1>>[F:72][CH:43]([F:42])[O:44][C:45]1[CH:50]=[CH:49][C:48]([C@@H:51]([N:53]2[CH2:58][CH2:57][C:56]3([CH2:70][CH2:69][C:61](=[O:62])[CH2:60][CH2:59]3)[O:55][C:54]2=[O:71])[CH3:52])=[CH:47][CH:46]=1. Reported procedure: The title compound is prepared from 9-{2-[(S)-1-(4-difluoromethoxy-phenyl)-ethylamino]-ethyl}-3,3-dimethyl-1,5-dioxa-spiro[5.5]undecan-9-ol and triphosgene following a procedure analogous to that described in Step 4 of Intermediate 2; the crude product, a mixture of the title compound and 3-[(S)-1-(4-difluoromethoxy-phenyl)-ethyl]-12,12-dimethyl-1,10,14-trioxa-3-aza-dispiro[5.2.5.2]hexadecan-2-one, obtained after that is treated as described in Step 10 of Intermediate 2 to convert the intermedia... Yields the product Cc1nc(-c2cccc(NC(=O)N3CCc4c(cnc5[nH]ncc45)C3)c2)cs1. Reactants: C1CCOC1, CCN(C(C)C)C(C)C, O=C([O-])C(F)(F)F, Cc1nc(-c2cccc(N=C=O)c2)cs1, c1nc2[nH]ncc2c2c1C[NH2+]CC2. RXN SMILES: [CH2:45]1[O:46][CH2:47][CH2:48][CH2:49]1.[CH:21]([N:22]([CH2:23][CH3:24])[CH:25]([CH3:26])[CH3:27])([CH3:28])[CH3:29].[F:1][C:2]([F:3])([F:4])[C:5]([O-:6])=[O:7].[N:30](=[C:31]=[O:32])[c:33]1[cH:34][c:35](-[c:39]2[n:40][c:41]([CH3:44])[s:42][cH:43]2)[cH:36][cH:37][cH:38]1.[cH:8]1[n:9][nH:10][c:11]2[n:12][cH:13][c:14]3[c:19]([c:20]12)[CH2:18][CH2:17][NH2+:16][CH2:15]3>>[cH:8]1[n:9][nH:10][c:11]2[n:12][cH:13][c:14]3[c:19]([c:20]12)[CH2:18][CH2:17][N:16]([C:31]([NH:30][c:33]1[cH:34][c:35](-[c:39]2[n:40][c:41]([CH3:44])[s:42][cH:43]2)[cH:36][cH:37][cH:38]1)=[O:32])[CH2:15]3.